This data is from the Open Reaction Database (ORD), a public repository of structured organic reaction records. The task is: describe an organic reaction: reactants, conditions, products, and yield The reactants are C1=C(C=CC=2CCCCC12)O (5,6,7,8-tetrahydro-2-naphthol), BrBr (Br2). The solvent is C(Cl)(Cl)(Cl)Cl (CCl4), C(Cl)(Cl)(Cl)Cl (CCl4). Reaction conditions: temperature 0 celsius, time 30 minute. The product is BrC1=C(C=CC=2CCCCC12)O (1-bromo-5,6,7,8-tetrahydronaphthalen-2-ol), BrC=1C(=CC=2CCCCC2C1)O (3-bromo-5,6,7,8-tetrahydronaphthalen-2-ol). The yield is 9.0%. RXN SMILES: [CH:1]1[C:10]2[CH2:9][CH2:8][CH2:7][CH2:6][C:5]=2[CH:4]=[CH:3][C:2]=1[OH:11].[Br:12]Br>C(Cl)(Cl)(Cl)Cl>[Br:12][C:1]1[C:10]2[CH2:9][CH2:8][CH2:7][CH2:6][C:5]=2[CH:4]=[CH:3][C:2]=1[OH:11].[Br:12][C:3]1[C:2]([OH:11])=[CH:1][C:10]2[CH2:9][CH2:8][CH2:7][CH2:6][C:5]=2[CH:4]=1. Procedure details: An oven dried 1 L round bottom flask was charged with 5,6,7,8-tetrahydro-2-naphthol (4 g, 26.8 mmol) and CCl4 (536 mL). The solution was cooled to 0° C. with an ice bath for 30 minutes, followed by the slow addition of a solution of Br2 (4.28 g, 26.8 mmol) in CCl4 (27 mL). The reaction was stirred at 0° C. for 30 minutes then placed in the freezer at −10° C. for 18 hours. The reaction was then allowed to warm to ambient temperature. TLC shows the reaction complete. The reaction was concentrated ... Reactants: BrCCCCC#Cc1ccccn1, C1CCCCC1, CCOC(C)=O, c1ccc2[nH]nnc2c1. The product is C(#Cc1ccccn1)CCCCn1nc2ccccc2n1. As a reaction SMILES: [Br:1][CH2:2][CH2:3][CH2:4][CH2:5][C:6]#[C:7][c:8]1[n:9][cH:10][cH:11][cH:12][cH:13]1.[CH2:23]1[CH2:24][CH2:25][CH2:26][CH2:27][CH2:28]1.[CH3:29][CH2:30][O:31][C:32]([CH3:33])=[O:34].[nH:14]1[n:15][n:16][c:17]2[c:18]1[cH:19][cH:20][cH:21][cH:22]2>>[CH2:2]([CH2:3][CH2:4][CH2:5][C:6]#[C:7][c:8]1[n:9][cH:10][cH:11][cH:12][cH:13]1)[n:15]1[n:14][c:18]2[c:17]([n:16]1)[cH:22][cH:21][cH:20][cH:19]2.